This data is from the Open Reaction Database (ORD), a public repository of structured organic reaction records. The task is: describe an organic reaction: reactants, conditions, products, and yield Starting materials: C(C)OC(CC1=NC=CC=C1)=O (2-(2-pyridyl)acetic acid ethyl ester), resultant mixture, [H][H] (hydrogen). The reagents and catalysts are [Pt](=O)=O (Platinum(IV) oxide). The solvent is O (water), Cl (hydrochloric acid), CO (methanol). Product: C(C)OC(CC1NCCCC1)=O (2-(Piperidin-2-yl)acetic acid ethyl ester), product. Isolated yield 77.0%. RXN SMILES: [CH2:1]([O:3][C:4](=[O:12])[CH2:5][C:6]1[CH:11]=[CH:10][CH:9]=[CH:8][N:7]=1)[CH3:2].[H][H]>O.Cl.CO.[Pt](=O)=O>[CH2:1]([O:3][C:4](=[O:12])[CH2:5][CH:6]1[CH2:11][CH2:10][CH2:9][CH2:8][NH:7]1)[CH3:2]. Procedure details: Platinum(IV) oxide (15 mg) was added to a mixture of 2-(2-pyridyl)acetic acid ethyl ester (1.652 g) in water (1.25 mL) and concentrated hydrochloric acid (1.25 mL) in methanol (15 mL), and the resultant mixture was stirred in a hydrogen atmosphere at room temperature for 15 hours. The catalyst was filtered off. The solvent was evaporated under reduced pressure, and ethanol was added to the residue, and then the solvent of the mixture was evaporated again under reduced pressure. To the residue, a... Starting materials: C1(=CC=CC=C1)SC1=C(C(=O)Cl)C=CC=C1 (2-(phenylthio)benzoyl chloride), acid chloride, C1(=CC=CC=C1)SC1=C(C(=O)O)C=CC=C1 (2-(phenylthio)benzoic acid), S(=O)(Cl)Cl (thionyl chloride), CNC (dimethylamine). Run in C1=CC=CC=C1 (benzene), C1=CC=CC=C1 (benzene). Product: CN(C(C1=C(C=CC=C1)SC1=CC=CC=C1)=O)C (N,N-dimethyl-2-(phenylthio)benzamide). RXN SMILES: [C:1]1([S:7][C:8]2[CH:16]=[CH:15][CH:14]=[CH:13][C:9]=2[C:10](Cl)=[O:11])[CH:6]=[CH:5][CH:4]=[CH:3][CH:2]=1.C1(SC2C=CC=CC=2C(O)=O)C=CC=CC=1.S(Cl)(Cl)=O.[CH3:37][NH:38][CH3:39]>C1C=CC=CC=1>[CH3:37][N:38]([CH3:39])[C:10](=[O:11])[C:9]1[CH:13]=[CH:14][CH:15]=[CH:16][C:8]=1[S:7][C:1]1[CH:6]=[CH:5][CH:4]=[CH:3][CH:2]=1. Procedure details: Following the procedure described in Example 1, 2-(phenylthio)benzoyl chloride is prepared from 0.065 mole of 2-(phenylthio)benzoic acid and excess thionyl chloride. A solution of the oily acid chloride in 50 ml. of benzene is added dropwise with stirring to a solution of 7 g. of dimethylamine in 50 ml. of benzene. The mixture is heated briefly to refluxing. Evaporation of the solvent under reduced pressure leaves N,N-dimethyl-2-(phenylthio)benzamide as the residue. Starting materials: COC(=O)C(=CN(c1ccccc1)c1ccccc1)NC(=O)c1ccccc1, [Cl-], O. The product is COC(=O)C(CN(c1ccccc1)c1ccccc1)NC(=O)c1ccccc1. Reaction SMILES: [C:2]([c:3]1[cH:4][cH:5][cH:6][cH:7][cH:8]1)(=[O:9])[NH:10][C:11]([C:12](=[O:13])[O:14][CH3:15])=[CH:16][N:17]([c:18]1[cH:19][cH:20][cH:21][cH:22][cH:23]1)[c:24]1[cH:25][cH:26][cH:27][cH:28][cH:29]1.[Cl-:30].[O:1]>>[C:2]([c:3]1[cH:4][cH:5][cH:6][cH:7][cH:8]1)(=[O:9])[NH:10][CH:11]([C:12](=[O:13])[O:14][CH3:15])[CH2:16][N:17]([c:18]1[cH:19][cH:20][cH:21][cH:22][cH:23]1)[c:24]1[cH:25][cH:26][cH:27][cH:28][cH:29]1. Reactants: CN[N+](=O)[O-] (methylnitramine), [N+](=O)([O-])N(CO)C (2-nitro-2-aza-1-propanol). Product: [N+](=O)([O-])N(C)CN(C)[N+](=O)[O-] (2,4-dinitro-2,4-diazapentane). RXN SMILES: [CH3:1][NH:2][N+:3]([O-:5])=[O:4].[N+:6]([N:9]([CH3:12])[CH2:10]O)([O-:8])=[O:7]>>[N+:3]([N:2]([CH2:10][N:9]([N+:6]([O-:8])=[O:7])[CH3:12])[CH3:1])([O-:5])=[O:4]. Procedure: An additional mole of methylnitramine is reacted with the 2-nitro-2-aza-1-propanol to produce 2,4-dinitro-2,4-diazapentane. The reactants (in approximately 1:1 molar ratio) are dissolved in a suitable organic solvent and the resulting solution is added to concentrated sulfuric acid at a controlled rate. The reaction temperature is maintained at a temperature above the freezing point of the concentrated sulfuric acid up to 5° C., but preferably from -5° C. to 0° C. The product 2,4-dinitro-2,4-dia... Reactants: [OH-].[Li+] (Lithium hydroxide), COC(CC1=C(N(C2=NC=CC=C21)S(=O)(=O)C2=CC(=C(C=C2)F)OC)C)=O ([1-(4-fluoro-3-methoxy-benzenesulfonyl)-2-methyl-1H-pyrrolo[2,3-b]pyridin-3-yl]-acetic acid methyl ester). Conditions: time 4 hour. Procedure: 1 M Lithium hydroxide (119 μl) is added dropwise to a cooled (0° C.) solution of [1-(4-fluoro-3-methoxy-benzenesulfonyl)-2-methyl-1H-pyrrolo[2,3-b]pyridin-3-yl]-acetic acid methyl ester (0.044 g, 0.119 mmol) in THF/water (4 ml of a 1:1 mixture). After stirring at room temperature for 4 hours, the reaction mixture is diluted with DCM. The resulting mixture is passed through a phase separation cartridge and the aqueous portion is acidified to pH 1-3 with 1M HCl. This portion is extracted with DCM ... The solvent is C(Cl)Cl (DCM), C1CCOC1.O (THF water). Product: FC1=C(C=C(C=C1)S(=O)(=O)N1C(=C(C=2C1=NC=CC2)CC(=O)O)C)OC ([1-(4-Fluoro-3-methoxy-benzenesulfonyl)-2-methyl-1H-pyrrolo[2,3-b]pyridin-3-yl]-acetic acid). As a reaction SMILES: [OH-].[Li+].C[O:4][C:5](=[O:29])[CH2:6][C:7]1[C:15]2[C:10](=[N:11][CH:12]=[CH:13][CH:14]=2)[N:9]([S:16]([C:19]2[CH:24]=[CH:23][C:22]([F:25])=[C:21]([O:26][CH3:27])[CH:20]=2)(=[O:18])=[O:17])[C:8]=1[CH3:28]>C1COCC1.O.C(Cl)Cl>[F:25][C:22]1[CH:23]=[CH:24][C:19]([S:16]([N:9]2[C:10]3=[N:11][CH:12]=[CH:13][CH:14]=[C:15]3[C:7]([CH2:6][C:5]([OH:29])=[O:4])=[C:8]2[CH3:28])(=[O:17])=[O:18])=[CH:20][C:21]=1[O:26][CH3:27] |f:0.1,3.4|. Starting materials: CC(=O)O, COc1cc(C(=O)O)ccc1Cc1cn(Cc2ccc3ccc(Cl)cc3n2)c2ccc(NC(=O)OC3CCCC3)cc12, Cc1ccccc1S(N)(=O)=O, CCN=C=NCCCN(C)C, CN(C)c1ccncc1, ClCCl, Cl. The product is COc1cc(C(=O)NS(=O)(=O)c2ccccc2C)ccc1Cc1cn(Cc2ccc3ccc(Cl)cc3n2)c2ccc(NC(=O)OC3CCCC3)cc12. As a reaction SMILES: [C:66]([OH:67])(=[O:68])[CH3:69].[CH3:1][O:2][c:3]1[cH:4][c:5]([C:6](=[O:7])[OH:8])[cH:9][cH:10][c:11]1[CH2:12][c:13]1[cH:14][n:15]([CH2:31][c:32]2[n:33][c:34]3[cH:35][c:36]([Cl:42])[cH:37][cH:38][c:39]3[cH:40][cH:41]2)[c:16]2[cH:17][cH:18][c:19]([NH:22][C:23](=[O:24])[O:25][CH:26]3[CH2:27][CH2:28][CH2:29][CH2:30]3)[cH:20][c:21]12.[CH3:43][c:44]1[c:45]([S:50](=[O:51])(=[O:52])[NH2:53])[cH:46][cH:47][cH:48][cH:49]1.[CH3:55][N:56]([CH3:57])[CH2:58][CH2:59][CH2:60][N:61]=[C:62]=[N:63][CH2:64][CH3:65].[CH3:73][N:74]([c:75]1[cH:76][cH:77][n:78][cH:79][cH:80]1)[CH3:81].[Cl:70][CH2:71][Cl:72].[ClH:54]>>[CH3:1][O:2][c:3]1[cH:4][c:5]([C:6](=[O:7])[NH:53][S:50]([c:45]2[c:44]([CH3:43])[cH:49][cH:48][cH:47][cH:46]2)(=[O:51])=[O:52])[cH:9][cH:10][c:11]1[CH2:12][c:13]1[cH:14][n:15]([CH2:31][c:32]2[n:33][c:34]3[cH:35][c:36]([Cl:42])[cH:37][cH:38][c:39]3[cH:40][cH:41]2)[c:16]2[cH:17][cH:18][c:19]([NH:22][C:23](=[O:24])[O:25][CH:26]3[CH2:27][CH2:28][CH2:29][CH2:30]3)[cH:20][c:21]12.